Dataset: the Open Reaction Database (ORD), a public repository of structured organic reaction records. Task: describe an organic reaction: reactants, conditions, products, and yield Starting materials: COC(CC1CCC(CC1)C1=CC=C(C=C1)C=1C=NC(=NC1)NC=1C=NC(=CC1)C(F)(F)F)=O ((4-{4-[2-(6-Trifluoromethyl-pyridin-3-ylamino)-pyrimidin-5-yl]-phenyl}-cyclohexyl)-acetic acid methyl ester), [Li+].[OH-] (LiOH). The solvent is CN(C)C=O (DMF), Cl (HCl), O (H2O). Run at temperature 50 celsius. Product: FC(C1=CC=C(C=N1)NC1=NC=C(C=N1)C1=CC=C(C=C1)C1CCC(CC1)CC(=O)O)(F)F ((4-{4-[2-(6-Trifluoromethyl-pyridin-3-ylamino)-pyrimidin-5-yl]-phenyl}-cyclohexyl)-acetic acid). As a reaction SMILES: C[O:2][C:3](=[O:34])[CH2:4][CH:5]1[CH2:10][CH2:9][CH:8]([C:11]2[CH:16]=[CH:15][C:14]([C:17]3[CH:18]=[N:19][C:20]([NH:23][C:24]4[CH:25]=[N:26][C:27]([C:30]([F:33])([F:32])[F:31])=[CH:28][CH:29]=4)=[N:21][CH:22]=3)=[CH:13][CH:12]=2)[CH2:7][CH2:6]1.[Li+].[OH-]>CN(C=O)C.Cl.O>[F:33][C:30]([F:31])([F:32])[C:27]1[N:26]=[CH:25][C:24]([NH:23][C:20]2[N:19]=[CH:18][C:17]([C:14]3[CH:13]=[CH:12][C:11]([CH:8]4[CH2:7][CH2:6][CH:5]([CH2:4][C:3]([OH:34])=[O:2])[CH2:10][CH2:9]4)=[CH:16][CH:15]=3)=[CH:22][N:21]=2)=[CH:29][CH:28]=1 |f:1.2|. Procedure details: To a glass vial add 6-trifluoromethyl-pyridin-3-ylamine (35 mg, 0.217 mmol), {4-[4-(2-chloro-pyrimidin-5-yl)-phenyl]-cyclohexyl}-acetic acid methyl ester (50 mg, 0.145 mmol), Pd(OAc)2(5 mg, 5% mol), X-Phos (7 mg, 10% mol), and Cs2CO3 (118 mg, 0.363 mmol). Flush with N2. Add tBuOH (0.25 mL), toluene (0.75 mL), and seal the tube. The reaction mixture is heated to 150° C. for 30 min by microwave irradiation. The reaction is diluted with EtOAc and filtered. The filtrate is concentrated and chromatog...